Dataset: the Open Reaction Database (ORD), a public repository of structured organic reaction records. Task: describe an organic reaction: reactants, conditions, products, and yield Starting materials: C(CCCCCCCCCCCCCCCCC)OCC(COCCCCCCCCCCCCCCCCCC)O (1,3-dioctadecyloxy-2-propanol), S(=O)(Br)Br (thionyl bromide), C([O-])(O)=O.[Na+] (sodium bicarbonate). The solvent is CN(C=O)C (dimethylformamide). Run at temperature 100 celsius. Yields the product BrC(COCCCCCCCCCCCCCCCCCC)COCCCCCCCCCCCCCCCCCC (2-bromo-1,3-dioctadecyloxypropane). Reaction SMILES: [CH2:1]([O:19][CH2:20][CH:21](O)[CH2:22][O:23][CH2:24][CH2:25][CH2:26][CH2:27][CH2:28][CH2:29][CH2:30][CH2:31][CH2:32][CH2:33][CH2:34][CH2:35][CH2:36][CH2:37][CH2:38][CH2:39][CH2:40][CH3:41])[CH2:2][CH2:3][CH2:4][CH2:5][CH2:6][CH2:7][CH2:8][CH2:9][CH2:10][CH2:11][CH2:12][CH2:13][CH2:14][CH2:15][CH2:16][CH2:17][CH3:18].S(Br)([Br:45])=O.C(=O)(O)[O-].[Na+]>CN(C)C=O>[Br:45][CH:21]([CH2:22][O:23][CH2:24][CH2:25][CH2:26][CH2:27][CH2:28][CH2:29][CH2:30][CH2:31][CH2:32][CH2:33][CH2:34][CH2:35][CH2:36][CH2:37][CH2:38][CH2:39][CH2:40][CH3:41])[CH2:20][O:19][CH2:1][CH2:2][CH2:3][CH2:4][CH2:5][CH2:6][CH2:7][CH2:8][CH2:9][CH2:10][CH2:11][CH2:12][CH2:13][CH2:14][CH2:15][CH2:16][CH2:17][CH3:18] |f:2.3|. Reported procedure: To a solution of 11.0 g of 1,3-dioctadecyloxy-2-propanol in 400 ml of dry dimethylformamide 20 g of thionyl bromide were added dropwise, while stirring well and boiling, after which the reaction mixture was heated at 100° C for 5 hours. After cooling down said mixture was slowly poured out into 400 ml of 5% sodium bicarbonate solution. The aqueous solution was extracted with 4 × 150 ml of hexane, after which the hexane extract was consecutively washed with water, 5% sodium bicarbonate solution, ...